This data is from the Open Reaction Database (ORD), a public repository of structured organic reaction records. The task is: describe an organic reaction: reactants, conditions, products, and yield Reactants: CCCCCCCCCCOc1ccc(OCC(=O)Cn2ccc3cc(C(=O)OC(C)(C)C)ccc32)cc1, ClCCl, O=C(O)C(F)(F)F. The product is CCCCCCCCCCOc1ccc(OCC(=O)Cn2ccc3cc(C(=O)O)ccc32)cc1. As a reaction SMILES: [C:1]([CH3:2])([CH3:3])([CH3:4])[O:5][C:6](=[O:7])[c:8]1[cH:9][c:10]2[cH:11][cH:12][n:13]([CH2:17][C:18]([CH2:19][O:20][c:21]3[cH:22][cH:23][c:24]([O:27][CH2:28][CH2:29][CH2:30][CH2:31][CH2:32][CH2:33][CH2:34][CH2:35][CH2:36][CH3:37])[cH:25][cH:26]3)=[O:38])[c:14]2[cH:15][cH:16]1.[Cl:46][CH2:47][Cl:48].[OH:39][C:40]([C:41]([F:42])([F:43])[F:44])=[O:45]>>[O:5]=[C:6]([OH:7])[c:8]1[cH:9][c:10]2[cH:11][cH:12][n:13]([CH2:17][C:18]([CH2:19][O:20][c:21]3[cH:22][cH:23][c:24]([O:27][CH2:28][CH2:29][CH2:30][CH2:31][CH2:32][CH2:33][CH2:34][CH2:35][CH2:36][CH3:37])[cH:25][cH:26]3)=[O:38])[c:14]2[cH:15][cH:16]1. Starting materials: C(C(C)(C)C)(=O)OC[C@H](C1=C(C2=C(N=C(S2)C2=CC(=NC=C2)C2=CC(=CC=C2)C#N)C=C1C)C1=CC=C(C=C1)Cl)OC(C)(C)C ((S)-2-tert-butoxy-2-(7-(4-chlorophenyl)-2-(2-(3-cyanophenyl)pyridin-4-yl)-5-methylbenzo[d]thiazol-6-yl)ethyl pivalate), [Cl-].[NH4+] (ammonium chloride), [N-]=[N+]=[N-].[Na+] (sodium azide). Solvent: CN(C)C=O (DMF). Run at temperature 120 celsius. Yields the product C(C(C)(C)C)(=O)OC[C@@H](OC(C)(C)C)C1=C(C2=C(N=C(S2)C2=CC(=NC=C2)C2=CC(=CC=C2)C2=NN=NN2)C=C1C)C1=CC=C(C=C1)Cl ((S)-2-(2-(2-(3-(1H-tetrazol-5-yl)phenyl)pyridin-4-yl)-7-(4-chlorophenyl)-5-methylbenzo[d]thiazol-6-yl)-2-tert-butoxyethyl pivalate). As a reaction SMILES: [C:1]([O:7][CH2:8][C@@H:9]([O:41][C:42]([CH3:45])([CH3:44])[CH3:43])[C:10]1[C:32]([CH3:33])=[CH:31][C:13]2[N:14]=[C:15]([C:17]3[CH:22]=[CH:21][N:20]=[C:19]([C:23]4[CH:28]=[CH:27][CH:26]=[C:25]([C:29]#[N:30])[CH:24]=4)[CH:18]=3)[S:16][C:12]=2[C:11]=1[C:34]1[CH:39]=[CH:38][C:37]([Cl:40])=[CH:36][CH:35]=1)(=[O:6])[C:2]([CH3:5])([CH3:4])[CH3:3].[Cl-].[NH4+].[N-:48]=[N+:49]=[N-:50].[Na+]>CN(C=O)C>[C:1]([O:7][CH2:8][C@H:9]([C:10]1[C:32]([CH3:33])=[CH:31][C:13]2[N:14]=[C:15]([C:17]3[CH:22]=[CH:21][N:20]=[C:19]([C:23]4[CH:28]=[CH:27][CH:26]=[C:25]([C:29]5[NH:50][N:49]=[N:48][N:30]=5)[CH:24]=4)[CH:18]=3)[S:16][C:12]=2[C:11]=1[C:34]1[CH:39]=[CH:38][C:37]([Cl:40])=[CH:36][CH:35]=1)[O:41][C:42]([CH3:45])([CH3:44])[CH3:43])(=[O:6])[C:2]([CH3:3])([CH3:5])[CH3:4] |f:1.2,3.4|. Reported procedure: To a solution of (S)-2-tert-butoxy-2-(7-(4-chlorophenyl)-2-(2-(3-cyanophenyl)pyridin-4-yl)-5-methylbenzo[d]thiazol-6-yl)ethyl pivalate (17.2 mg, 0.027 mmol) in DMF (0.5 mL) was added ammonium chloride (7.2 mg, 0.135 mmol) and sodium azide (9.4 mg, 0.144 mmol). The reaction mixture was heated at 120° C. for 6 h then cooled. The crude reaction mixture was passed through a silica gel plug (hexanes/ethyl acetate eluent) to remove the DMF and salts, concentrated, and used without further purification...